This data is from the Open Reaction Database (ORD), a public repository of structured organic reaction records. The task is: describe an organic reaction: reactants, conditions, products, and yield The reactants are Cl.C(C)N=C=NCCCN(C)C (1-ethyl-3-(3-dimethylaminopropyl)carbodiimide hydrochloride), CO (methanol), C(C)(C)(C)OC(=O)C(C)(C)SC=1SC=C(N1)C(=O)O (2-(1-tert-Butoxycarbonyl-1-methyl-ethylsulfanyl)-thiazole-4-carboxylic acid). Reagents/catalysts: CN(C1=CC=NC=C1)C (4-dimethylaminopyridine). The solvent is C(Cl)Cl (methylene chloride). Run at time 8 hour. The product is COC(=O)C=1N=C(SC1)SC(C)(C)C(=O)OC(C)(C)C (2-(1-tert-butoxycarbonyl-1-methyl-ethylsulfanyl)-thiazole-4-carboxylic acid methyl ester). RXN SMILES: [C:1]([O:5][C:6]([C:8]([S:11][C:12]1[S:13][CH:14]=[C:15]([C:17]([OH:19])=[O:18])[N:16]=1)([CH3:10])[CH3:9])=[O:7])([CH3:4])([CH3:3])[CH3:2].Cl.[CH2:21](N=C=NCCCN(C)C)C.CO>C(Cl)Cl.CN(C)C1C=CN=CC=1>[CH3:21][O:18][C:17]([C:15]1[N:16]=[C:12]([S:11][C:8]([C:6]([O:5][C:1]([CH3:2])([CH3:3])[CH3:4])=[O:7])([CH3:10])[CH3:9])[S:13][CH:14]=1)=[O:19] |f:1.2|. Procedure: 2-(1-tert-Butoxycarbonyl-1-methyl-ethylsulfanyl)-thiazole-4-carboxylic acid was dissolved in methylene chloride (1200 mL), 1-ethyl-3-(3-dimethylaminopropyl)carbodiimide hydrochloride (191.70 g), 4-dimethylaminopyridine (5.86 g) and methanol (19.47 mL) were added and the mixture was stirred at room temperature overnight. The mixture was washed with dilute hydrochloric acid (about 0.5 mol/L), saturated aqueous sodium hydrogen carbonate solution, and saturated aqueous sodium chloride solution (each... Starting materials: C=O (formalin), Cl.COC([C@@H](N)CC1=CNC2=CC=C(C=C12)F)=O (5-fluoro-L-tryptophan methyl ester hydrochloride), CCOCC (Ether). Run in CO (methanol). Run at time 20 hour. Yields the product Cl.FC=1C=C2C=3C[C@H](NCC3NC2=CC1)C(=O)OC (methyl (3S)-6-fluoro-1,2,3,4-tetrahydro-β-carboline-3-carboxylate hydrochloride). Isolated yield 68.0%. As a reaction SMILES: [ClH:1].[CH3:2][O:3][C:4](=[O:18])[C@H:5]([CH2:7][C:8]1[C:16]2[C:11](=[CH:12][CH:13]=[C:14]([F:17])[CH:15]=2)[NH:10][CH:9]=1)[NH2:6].C=O.[CH3:21]COCC>CO>[ClH:1].[F:17][C:14]1[CH:15]=[C:16]2[C:11](=[CH:12][CH:13]=1)[NH:10][C:9]1[CH2:21][NH:6][C@H:5]([C:4]([O:3][CH3:2])=[O:18])[CH2:7][C:8]2=1 |f:0.1,5.6|. Procedure: 0.93 g of 5-fluoro-L-tryptophan methyl ester hydrochloride is dissolved in 14 ml of methanol. 0.52 g of 35% formalin is added thereto and the mixture is stirred at room temperature for 20 hours. Ether is added to the mixture and crystalline precipitates are collected by filtration, washed with ether and dried, whereby 0.66 g of methyl (3S)-6-fluoro-1,2,3,4-tetrahydro-β-carboline-3-carboxylate hydrochloride are obtained as colorless needles. Yield: 68%